Dataset: the Open Reaction Database (ORD), a public repository of structured organic reaction records. Task: describe an organic reaction: reactants, conditions, products, and yield The reactants are [C@@H]12OC[C@@H](N(C1)C(=O)C1=NN=C3N1C=C(C=C3Cl)C(F)(F)F)C2 ((1S,4S)-2-oxa-5-azabicyclo[2.2.1]hept-5-yl(8-chloro-6-(trifluoromethyl)-[1,2,4]triazolo[4,3-a]pyridin-3-yl)methanone), CC1(OB(OC1(C)C)C1=CN=C(O1)[Si](C(C)C)(C(C)C)C(C)C)C (5-(4,4,5,5-tetramethyl-1,3,2-dioxaborolan-2-yl)-2-(triisopropylsilyl)oxazole), C([O-])([O-])=O.[K+].[K+] (potassium carbonate). Reagents/catalysts: C1=CC=C(C=C1)P(C2=CC=CC=C2)[C]3[CH][CH][CH][CH]3.C1=CC=C(C=C1)P(C2=CC=CC=C2)[C]3[CH][CH][CH][CH]3.Cl[Pd]Cl.[Fe] ([1,1-bis(diphenylphosphino)ferrocene]dichloropalladium(II)). Solvent: COCCOC.O (DME water), O (water). Reaction conditions: temperature 120 celsius, time 30 minute. Yields the product [C@@H]12OC[C@@H](N(C1)C(=O)C1=NN=C3N1C=C(C=C3C3=CN=CO3)C(F)(F)F)C2 ((1S,4S)-2-oxa-5-azabicyclo[2.2.1]hept-5-yl(8-(1,3-oxazol-5-yl)-6-(trifluoromethyl) [1,2,4]triazolo[4,3-a]pyridin-3-yl)methanone). Isolated yield 31.8%. RXN SMILES: [C@H:1]12[CH2:23][C@H:4]([N:5]([C:7]([C:9]3[N:13]4[CH:14]=[C:15]([C:19]([F:22])([F:21])[F:20])[CH:16]=[C:17](Cl)[C:12]4=[N:11][N:10]=3)=[O:8])[CH2:6]1)[CH2:3][O:2]2.CC1(C)C(C)(C)OB([C:32]2[O:36][C:35]([Si](C(C)C)(C(C)C)C(C)C)=[N:34][CH:33]=2)O1.C(=O)([O-])[O-].[K+].[K+]>COCCOC.O.O.C1C=CC(P([C]2[CH][CH][CH][CH]2)C2C=CC=CC=2)=CC=1.C1C=CC(P([C]2[CH][CH][CH][CH]2)C2C=CC=CC=2)=CC=1.Cl[Pd]Cl.[Fe]>[C@H:1]12[CH2:23][C@H:4]([N:5]([C:7]([C:9]3[N:13]4[CH:14]=[C:15]([C:19]([F:22])([F:21])[F:20])[CH:16]=[C:17]([C:32]5[O:36][CH:35]=[N:34][CH:33]=5)[C:12]4=[N:11][N:10]=3)=[O:8])[CH2:6]1)[CH2:3][O:2]2 |f:2.3.4,5.6,8.9.10.11,^1:66,67,68,69,70,84,85,86,87,88|. Procedure details: A mixture of (1S,4S)-2-oxa-5-azabicyclo[2.2.1]hept-5-yl(8-chloro-6-(trifluoromethyl)-[1,2,4]triazolo[4,3-a]pyridin-3-yl)methanone (46 mg), 5-(4,4,5,5-tetramethyl-1,3,2-dioxaborolan-2-yl)-2-(triisopropylsilyl)oxazole (51 mg), [1,1-bis(diphenylphosphino)ferrocene]dichloropalladium(II) (11 mg) and potassium carbonate (37 mg) in DME/water (2/0.5 mL) was stirred with microwave irradiation at 120° C. for 30 min. The reaction mixture was diluted with water, and extracted with ethyl acetate. The extract... The reactants are COc1cc2c(Oc3ccc(NC(=O)OC(C)(C)C)cc3F)ccnc2cc1OCc1ccccc1, CCO. Yields the product COc1cc2c(Oc3ccc(NC(=O)OC(C)(C)C)cc3F)ccnc2cc1O. Reaction SMILES: [CH2:1]([c:2]1[cH:3][cH:4][cH:5][cH:6][cH:7]1)[O:8][c:9]1[c:10]([O:35][CH3:36])[cH:11][c:12]2[c:13]([O:19][c:20]3[c:21]([F:34])[cH:22][c:23]([NH:26][C:27]([O:28][C:29]([CH3:30])([CH3:31])[CH3:32])=[O:33])[cH:24][cH:25]3)[cH:14][cH:15][n:16][c:17]2[cH:18]1.[CH3:37][CH2:38][OH:39]>>[OH:8][c:9]1[c:10]([O:35][CH3:36])[cH:11][c:12]2[c:13]([O:19][c:20]3[c:21]([F:34])[cH:22][c:23]([NH:26][C:27]([O:28][C:29]([CH3:30])([CH3:31])[CH3:32])=[O:33])[cH:24][cH:25]3)[cH:14][cH:15][n:16][c:17]2[cH:18]1.